describe an organic reaction: reactants, conditions, products, and yield From a dataset of the Open Reaction Database (ORD), a public repository of structured organic reaction records. Starting materials: CC1(OC(=O)CC(=O)O1)C (Meldrum's acid), COC(OC)OC (trimethylorthoformate), NC=1C=C(C=NC1)OC (5-amino-3-methoxy pyridine). The solvent is CCCCCC (hexane). Run at temperature 102.5 celsius, time 4 hour. The product is COC=1C=C(C=NC1)NC=C1C(OC(OC1=O)(C)C)=O (5-[(5-Methoxy-pyridin-3-ylamino)-methylene]-2,2-dimethyl-[1,3]dioxane-4,6-dione). Reaction SMILES: [CH3:1][C:2]1([CH3:10])[O:9][C:7](=[O:8])[CH2:6][C:4](=[O:5])[O:3]1.[CH3:11]OC(OC)OC.[NH2:18][C:19]1[CH:20]=[C:21]([O:25][CH3:26])[CH:22]=[N:23][CH:24]=1>CCCCCC>[CH3:26][O:25][C:21]1[CH:20]=[C:19]([NH:18][CH:11]=[C:6]2[C:7](=[O:8])[O:9][C:2]([CH3:10])([CH3:1])[O:3][C:4]2=[O:5])[CH:24]=[N:23][CH:22]=1. Procedure: A two-necked round bottomed flask equipped with a reflux condenser was charged with Meldrum's acid (14.4 g, 100 mmol) and trimethylorthoformate (100 mL). The reaction mixture was heated at 100-105° C. for 2 h. 5-amino-3-methoxy pyridine (12.5 g, 100 mmol) was added to the reaction mixture and heating was continued for an additional 4 h at the same temperature. The reaction mixture was allowed to cool to RT, diluted with hexane and filtered to obtain the product as light yellow solid. The reactants are SC1=Nc2ccc(Br)c3cccc1c23, CCO, NCCCCCn1ccnc1. The product is Brc1ccc2c3c(cccc13)C(NCCCCCn1ccnc1)=N2. Reaction SMILES: [Br:1][c:2]1[c:3]2[c:4]3[c:5]([cH:12][cH:13][cH:14]2)[C:6]([SH:11])=[N:7][c:8]3[cH:9][cH:10]1.[CH3:26][CH2:27][OH:28].[n:15]1([CH2:20][CH2:21][CH2:22][CH2:23][CH2:24][NH2:25])[cH:16][n:17][cH:18][cH:19]1>>[Br:1][c:2]1[c:3]2[c:4]3[c:5]([cH:12][cH:13][cH:14]2)[C:6]([NH:25][CH2:24][CH2:23][CH2:22][CH2:21][CH2:20][n:15]2[cH:16][n:17][cH:18][cH:19]2)=[N:7][c:8]3[cH:9][cH:10]1.